This data is from the Open Reaction Database (ORD), a public repository of structured organic reaction records. The task is: describe an organic reaction: reactants, conditions, products, and yield Reactants: C[Si](O[C@@H]1C(C(C[C@H](C1)O[Si](C(C)(C)C)(C)C)(O)C#C)C)(C(C)(C)C)C ((3S,5s)-3,5-Bis[[dimethyl(1,1-dimethylethyl)silyl]oxy]-1-ethinyl-2-methylcyclohexanol), S(=O)(Cl)Cl (thionyl chloride). Solvent: N1=CC=CC=C1 (pyridine). Conditions: time 10 minute. Product: C[Si](O[C@@H]1C(=C(C[C@H](C1)O[Si](C(C)(C)C)(C)C)C#C)C)(C(C)(C)C)C ((3S,5R)-3,5-Bis[[dimethyl(1,1-dimethylethyl)silyl]oxy]-1-ethinyl-2-methyl-1-cyclohexene). Yield: 87.0%. RXN SMILES: [CH3:1][Si:2]([CH3:26])([C:22]([CH3:25])([CH3:24])[CH3:23])[O:3][C@H:4]1[CH2:9][C@H:8]([O:10][Si:11]([CH3:17])([CH3:16])[C:12]([CH3:15])([CH3:14])[CH3:13])[CH2:7][C:6]([C:19]#[CH:20])(O)[CH:5]1[CH3:21].S(Cl)(Cl)=O>N1C=CC=CC=1>[CH3:26][Si:2]([CH3:1])([C:22]([CH3:25])([CH3:24])[CH3:23])[O:3][C@H:4]1[CH2:9][C@H:8]([O:10][Si:11]([CH3:16])([CH3:17])[C:12]([CH3:13])([CH3:14])[CH3:15])[CH2:7][C:6]([C:19]#[CH:20])=[C:5]1[CH3:21]. Procedure details: 90 mg (0.23 mmol) of 10 in 8 ml of pyridine is introduced, and 50 μl of thionyl chloride is added under argon. It is stirred for 10 minutes at room temperature, poured onto ice water and extracted with ethyl acetate. The organic phase is washed with sodium bicarbonate solution and sodium chloride solution, dried on sodium sulfate, the solvent is removed and the crude product is purified by chromatography on silica gel (mobile solvent: EE:H=1:19; Rf =0.9), whereby 71 mg (0.20 mmol) of title compo... Reactants: ClC1=NC=C(C=C1F)CSC (2-chloro-3-fluoro-5-methylthiomethylpyridine), N#CN (cyanamide), C(C)(=O)O.C(C)(=O)O.IC1=CC=CC=C1 (iodobenzene diacetate). Run in C1CCOC1 (THF). Run at temperature 0 celsius, time 1 hour. Product: FC=1C=C(C=NC1Cl)CS(=NC#N)C ([1-(5-fluoro-6-chloropyridin-3-yl)methyl](methyl)-λ4-sulfanylidenecyanamide). Isolated yield 88.7%. Reaction SMILES: [Cl:1][C:2]1[C:7]([F:8])=[CH:6][C:5]([CH2:9][S:10][CH3:11])=[CH:4][N:3]=1.[N:12]#[C:13][NH2:14].C(O)(=O)C.C(O)(=O)C.IC1C=CC=CC=1>C1COCC1>[F:8][C:7]1[CH:6]=[C:5]([CH2:9][S:10]([CH3:11])=[N:14][C:13]#[N:12])[CH:4]=[N:3][C:2]=1[Cl:1] |f:2.3.4|. Procedure: To a stirred solution of 2-chloro-3-fluoro-5-methylthiomethylpyridine (1.7 g, 8.9 mmol) and cyanamide (3.7 g, 8.9 mmol) in THF (15 mL) cooled to 0° C. was added iodobenzene diacetate (2.86 g, 8.9 mmol) in one portion and the resulting mixture was stirred at 0° C. for 1 h and then at room temperature for 2 h. The solvent was removed in vacuo and the resulting mixture was purified on silica gel using 60% acetone in hexane to give 1.828 g of [1-(5-fluoro-6-chloropyridin-3-yl)methyl](methyl)-λ4-sulf... Reagents/catalysts: [Zn] (zinc). Product: NC=1C=C(C=CC1)C(C#CC1=C2/C(/C(NC2=CC=C1)=O)=C/C=1NC=CC1OC)O (rac-(Z)-4-[3-(3-aminophenyl)-3-hydroxy-1-propynyl]-1,3-dihydro-3-[(3-methoxy-1H-pyrrol-2-yl)methylene]-2H-indol-2-one). Procedure details: rac-(Z)-1,3-Dihydro-4-[3-hydroxy-3-(3-nitrophenyl)-1-propynyl]-3-[(3-methoxy-1H-pyrrol-2-yl)methylene]-2H-indol-2-one (25 mg, 0.068 mmol) (from Example 60) was added to 10% H2O in methanol (2 mL) and to this mixture was added zinc dust (35 mg, 0.53 mmol) and ammonium chloride (10 mg, 0.19 mmol). The reaction was heated at reflux for 3 h, at which time the reaction was cooled and the solid was filtered off. The solids were washed extensively with ethyl acetate, and the ethyl acetate and methanol ... The solvent is CO (methanol). The reactants are [Cl-].[NH4+] (ammonium chloride), OC(C#CC1=C2/C(/C(NC2=CC=C1)=O)=C/C=1NC=CC1OC)C1=CC(=CC=C1)[N+](=O)[O-] (rac-(Z)-1,3-dihydro-4-[3-hydroxy-3-(3-nitrophenyl)-1-propynyl]-3-[(3-methoxy-1H-pyrrol-2-yl)methylene]-2H-indol-2-one), O (H2O). Reaction SMILES: [OH:1][CH:2]([C:23]1[CH:28]=[CH:27][CH:26]=[C:25]([N+:29]([O-])=O)[CH:24]=1)[C:3]#[C:4][C:5]1[CH:13]=[CH:12][CH:11]=[C:10]2[C:6]=1/[C:7](=[CH:15]/[C:16]1[NH:17][CH:18]=[CH:19][C:20]=1[O:21][CH3:22])/[C:8](=[O:14])[NH:9]2.O.[Cl-].[NH4+]>CO.[Zn]>[NH2:29][C:25]1[CH:24]=[C:23]([CH:2]([OH:1])[C:3]#[C:4][C:5]2[CH:13]=[CH:12][CH:11]=[C:10]3[C:6]=2/[C:7](=[CH:15]/[C:16]2[NH:17][CH:18]=[CH:19][C:20]=2[O:21][CH3:22])/[C:8](=[O:14])[NH:9]3)[CH:28]=[CH:27][CH:26]=1 |f:2.3|. Starting materials: O (Water), N1=CC=CC=C1 (Pyridine), COC1=C(CCN)C=CC=C1 (2-methoxyphenethylamine), CS(=O)(=O)Cl (methanesulfonyl chloride). The solvent is C(Cl)Cl (CH2Cl2). Reaction conditions: temperature 0 celsius, time 2 hour. Yields the product COC1=C(C=CC=C1)CCNS(=O)(=O)C (N-[2-(2-methoxy-phenyl)-ethyl]-methanesulfonamide). Isolated yield 80.7%. As a reaction SMILES: N1C=CC=CC=1.[CH3:7][O:8][C:9]1[CH:17]=[CH:16][CH:15]=[CH:14][C:10]=1[CH2:11][CH2:12][NH2:13].[CH3:18][S:19](Cl)(=[O:21])=[O:20].O>C(Cl)Cl>[CH3:7][O:8][C:9]1[CH:17]=[CH:16][CH:15]=[CH:14][C:10]=1[CH2:11][CH2:12][NH:13][S:19]([CH3:18])(=[O:21])=[O:20]. Reported procedure: Pyridine (12.0 mL, 150 mmol) was added to a solution of 2-methoxyphenethylamine (15.1 g, 100 mmol) in CH2Cl2 (100 mL). The reaction was cooled to 0° C. and methanesulfonyl chloride (12.6 g, 110 mmol) was added. The reaction was stirred at 0° C. for 0.5 h and at room temperature for 2 h. Water was added and the aqueous layer was extracted with CH2Cl2 (2×). The organic solution was washed water (1×) and brine (1×), dried over MgSO4, filtered and concentrated to afford N-[2-(2-methoxy-phenyl)-ethyl... The reactants are ClC1=NC=CN=C1C#N (2-Chloro-3-cyanopyrazine), K2S2O8, O (water). Solvent: OS(=O)(=O)O (H2SO4). Conditions: time 24 hour. Product: ClC=1C(=[N+](C=CN1)[O-])C#N (3-chloro-2-cyanopyrazine-1-oxide). As a reaction SMILES: [Cl:1][C:2]1[C:7]([C:8]#[N:9])=[N:6][CH:5]=[CH:4][N:3]=1.[OH2:10]>OS(O)(=O)=O>[Cl:1][C:2]1[C:7]([C:8]#[N:9])=[N+:6]([O-:10])[CH:5]=[CH:4][N:3]=1. Procedure details: 2-Chloro-3-cyanopyrazine (5.00 g, 35.94 mmol) in concentrated H2SO4 (35 mL) at 0° C. was treated portionwise with K2S2O8 (11.65 g, 43.95 mmol), warmed to room temperature, stirred for 24 hours, treated with water, and extracted with chloroform. The organic extract was washed sequentially with water, saturated NaHCO3 and brine, dried (MgSO4) and concentrated to provide the title compound. MS (DCI/NH3) m/e 173 (M+NH4)+. The reactants are Cc1ncc([N+](=O)[O-])n1CCBr, CCS(=O)O, CS(C)=O, [Na]. Product: CCS(=O)(=O)CCn1c([N+](=O)[O-])cnc1C. As a reaction SMILES: [Br:1][CH2:2][CH2:3][n:4]1[c:5]([CH3:12])[n:6][cH:7][c:8]1[N+:9](=[O:10])[O-:11].[CH2:14]([CH3:15])[S:16](=[O:17])[OH:18].[CH3:19][S:20]([CH3:21])=[O:22].[Na:13]>>[CH2:2]([CH2:3][n:4]1[c:5]([CH3:12])[n:6][cH:7][c:8]1[N+:9](=[O:10])[O-:11])[S:16]([CH2:14][CH3:15])(=[O:17])=[O:18]. Reactants: O=C1CCC(=O)N1Br, ClC(Cl)(Cl)Cl, O=C(O)Cc1ccc(F)cc1, CC(C)(C#N)N=NC(C)(C)C#N. Yields the product O=C(O)C(Br)c1ccc(F)cc1. As a reaction SMILES: [Br:12][N:13]1[C:14](=[O:15])[CH2:16][CH2:17][C:18]1=[O:19].[C:32]([Cl:33])([Cl:34])([Cl:35])[Cl:36].[F:1][c:2]1[cH:3][cH:4][c:5]([CH2:8][C:9](=[O:10])[OH:11])[cH:6][cH:7]1.[N:20]#[C:21][C:22]([N:23]=[N:24][C:25]([C:26]#[N:27])([CH3:28])[CH3:29])([CH3:30])[CH3:31]>>[F:1][c:2]1[cH:3][cH:4][c:5]([CH:8]([C:9](=[O:10])[OH:11])[Br:12])[cH:6][cH:7]1. Reactants: FC(C1=C2C=CNC2=CC=C1C#N)(F)F (4-(trifluoromethyl)-1H-indole-5-carbonitrile), ClCC1=NOC(=N1)C=1C(=NOC1C)C (3-(chloromethyl)-5-(3,5-dimethyl-4-isoxazolyl)-1,2,4-oxadiazole). Yields the product CC1=NOC(=C1C1=NC(=NO1)CN1C=CC2=C(C(=CC=C12)C#N)C(F)(F)F)C (1-{[5-(3,5-Dimethyl-4-isoxazolyl)-1,2,4-oxadiazol-3-yl]methyl}-4-(trifluoromethyl)-1H-indole-5-carbonitrile). As a reaction SMILES: [F:1][C:2]([F:15])([F:14])[C:3]1[C:11]([C:12]#[N:13])=[CH:10][CH:9]=[C:8]2[C:4]=1[CH:5]=[CH:6][NH:7]2.Cl[CH2:17][C:18]1[N:22]=[C:21]([C:23]2[C:24]([CH3:29])=[N:25][O:26][C:27]=2[CH3:28])[O:20][N:19]=1>>[CH3:29][C:24]1[C:23]([C:21]2[O:20][N:19]=[C:18]([CH2:17][N:7]3[C:8]4[C:4](=[C:3]([C:2]([F:14])([F:1])[F:15])[C:11]([C:12]#[N:13])=[CH:10][CH:9]=4)[CH:5]=[CH:6]3)[N:22]=2)=[C:27]([CH3:28])[O:26][N:25]=1. Procedure: Synthesized as described in Example 23 using 4-(trifluoromethyl)-1H-indole-5-carbonitrile and 3-(chloromethyl)-5-(3,5-dimethyl-4-isoxazolyl)-1,2,4-oxadiazole: MS (ES) m/z 388 (M+1). Reactants: CCc1c(CNC)oc2ccccc12, CCN=C=NCCCN(C)C, CCN(C(C)C)C(C)C, O=C(O)C=Cc1cnc2c(c1)CCC(=O)N2, CN(C)C=O, O, On1nnc2ccccc21. The product is CCc1c(CN(C)C(=O)C=Cc2cnc3c(c2)CCC(=O)N3)oc2ccccc12. RXN SMILES: [CH2:1]([CH3:2])[c:3]1[c:4]([CH2:12][NH:13][CH3:14])[o:5][c:6]2[c:7]1[cH:8][cH:9][cH:10][cH:11]2.[CH3:50][N:51]([CH3:52])[CH2:53][CH2:54][CH2:55][N:56]=[C:57]=[N:58][CH2:59][CH3:60].[CH:41]([N:42]([CH:43]([CH3:44])[CH3:45])[CH2:46][CH3:47])([CH3:48])[CH3:49].[O:15]=[C:16]1[CH2:17][CH2:18][c:19]2[cH:20][c:21]([CH:26]=[CH:27][C:28](=[O:29])[OH:30])[cH:22][n:23][c:24]2[NH:25]1.[O:61]=[CH:62][N:63]([CH3:64])[CH3:65].[OH2:66].[OH:31][n:32]1[c:33]2[cH:34][cH:35][cH:36][cH:37][c:38]2[n:39][n:40]1>>[CH2:1]([CH3:2])[c:3]1[c:4]([CH2:12][N:13]([CH3:14])[C:28]([CH:27]=[CH:26][c:21]2[cH:20][c:19]3[c:24]([n:23][cH:22]2)[NH:25][C:16](=[O:15])[CH2:17][CH2:18]3)=[O:30])[o:5][c:6]2[c:7]1[cH:8][cH:9][cH:10][cH:11]2. Solvent: O (water), O (water). The product is C(C)C1=CC=C(C=C1)NN (4-ethylphenylhydrazine). Procedure: To a suspension of 4-ethylaniline (90g.) in water (280ml.) was added concentrated hydrochloric acid (38% w/w, 280ml.), and the mixture was warmed on a steam bath. The suspension obtained was stirred and cooled to 0°C., and a solution of sodium nitrite (52.1g.) in water (180ml.) was added during 45 minutes, the temperature being maintained at -10° to -5°C. by cooling. The dark solution was stirred at 0° C. for a further 30 minutes, and then filtered through celite. The filtered diazonium salt sol... As a reaction SMILES: [CH2:1]([C:3]1[CH:9]=[CH:8][C:6]([NH2:7])=[CH:5][CH:4]=1)[CH3:2].Cl.[N:11]([O-])=O.[Na+]>O>[CH2:1]([C:3]1[CH:9]=[CH:8][C:6]([NH:7][NH2:11])=[CH:5][CH:4]=1)[CH3:2] |f:2.3|. The reactants are Cl (hydrochloric acid), C(C)C1=CC=C(N)C=C1 (4-ethylaniline), N(=O)[O-].[Na+] (sodium nitrite). Reaction conditions: temperature 0 celsius.